This data is from the Open Reaction Database (ORD), a public repository of structured organic reaction records. The task is: describe an organic reaction: reactants, conditions, products, and yield The solvent is C1(=CC=CC=C1)C (toluene), C(Cl)Cl (methylene chloride). As a reaction SMILES: [NH:1]([C:8]1([C:14]([NH2:16])=[O:15])[CH2:13][CH2:12][NH:11][CH2:10][CH2:9]1)[C:2]1[CH:7]=[CH:6][CH:5]=[CH:4][CH:3]=1.Cl[CH2:18][C:19]1[CH2:28][CH2:27][C:26]2[C:21](=[CH:22][CH:23]=[CH:24][CH:25]=2)[CH:20]=1.C(=O)([O-])[O-].[Na+].[Na+].II>C1(C)C=CC=CC=1.C(Cl)Cl>[CH:20]1[C:21]2[C:26](=[CH:25][CH:24]=[CH:23][CH:22]=2)[CH2:27][CH2:28][C:19]=1[CH2:18][N:11]1[CH2:10][CH2:9][C:8]([NH:1][C:2]2[CH:3]=[CH:4][CH:5]=[CH:6][CH:7]=2)([C:14]([NH2:16])=[O:15])[CH2:13][CH2:12]1 |f:2.3.4|. Reactants: II (iodine), N(C1=CC=CC=C1)C1(CCNCC1)C(=O)N (4-anilino isonipecotamide), ClCC1=CC2=CC=CC=C2CC1 (3,4-dihydro-2-chloromethylnaphthalene), C([O-])([O-])=O.[Na+].[Na+] (sodium carbonate). Reported procedure: A mixture of 4-anilino isonipecotamide (5.5 g), 3,4-dihydro-2-chloromethylnaphthalene (4.0 g), and powdered sodium carbonate (3.5 g) in toluene (200 ml) containing several crystals of iodine is refluxed for 14 hours with vigorous stirring under nitrogen. The reaction mixture is then cooled, diluted with methylene chloride (100 ml), and filtered. The filtrate is concentrated and the crude product triturated with ethyl acetate (100 ml) to give the title compound. Product: C1=C(CCC2=CC=CC=C12)CN1CCC(C(=O)N)(CC1)NC1=CC=CC=C1 (1-[(3,4-Dihydro-2-naphthalenyl)methyl]-4-anilino isonipecotamide).